Dataset: the Open Reaction Database (ORD), a public repository of structured organic reaction records. Task: describe an organic reaction: reactants, conditions, products, and yield Starting materials: COC1=C(C(=CC(=C1)COC)OC)C=1N2C(SC1SC)=C(C(=N2)C)N(CCC)CCC (3-[2,6-dimethoxy-4-(methoxymethyl)phenyl]-6-methyl-2-(methylthio)-N,N-dipropylpyrazolo[5,1-b][1,3]thiazole-7-amine), ClC1=CC(=CC=C1)C(=O)OO (3-chloroperbenzoic acid), C([O-])([O-])=O.[Na+].[Na+] (sodium carbonate). Solvent: ClCCl (dichloromethane). Conditions: time 10 minute. The product is COC1=C(C(=CC(=C1)COC)OC)C=1N2C(SC1S(=O)C)=C(C(=N2)C)N(CCC)CCC (3-[2,6-Dimethoxy-4-(methoxymethyl)phenyl]-6-methyl-2-(methylsulfinyl)-N,N-dipropylpyrazolo[5,1-b][1,3]thiazole-7-amine). The yield is 22.4%. As a reaction SMILES: [CH3:1][O:2][C:3]1[CH:8]=[C:7]([CH2:9][O:10][CH3:11])[CH:6]=[C:5]([O:12][CH3:13])[C:4]=1[C:14]1[N:15]2[N:23]=[C:22]([CH3:24])[C:21]([N:25]([CH2:29][CH2:30][CH3:31])[CH2:26][CH2:27][CH3:28])=[C:16]2[S:17][C:18]=1[S:19][CH3:20].ClC1C=CC=C(C(OO)=[O:40])C=1.C(=O)([O-])[O-].[Na+].[Na+]>ClCCl>[CH3:13][O:12][C:5]1[CH:6]=[C:7]([CH2:9][O:10][CH3:11])[CH:8]=[C:3]([O:2][CH3:1])[C:4]=1[C:14]1[N:15]2[N:23]=[C:22]([CH3:24])[C:21]([N:25]([CH2:29][CH2:30][CH3:31])[CH2:26][CH2:27][CH3:28])=[C:16]2[S:17][C:18]=1[S:19]([CH3:20])=[O:40] |f:2.3.4|. Reported procedure: To a dichloromethane (670 μl) solution of 3-[2,6-dimethoxy-4-(methoxymethyl)phenyl]-6-methyl-2-(methylthio)-N,N-dipropylpyrazolo[5,1-b][1,3]thiazole-7-amine (31.5 mg, 0.068 mmol) was added 3-chloroperbenzoic acid (23.4 mg, 0.136 mmol), and the mixture was stirred at room temperature for 10 minutes. To the reaction mixture, a saturated aqueous solution of sodium carbonate was added, the mixture was extracted with dichloromethane, and then, the organic layer was dried over anhydrous magnesium sulf... The reactants are OB1OC(C2=C1C=C(C=C2C)OC2=CC(=NC=C2)[N+](=O)[O-])CC(=O)OCC (ethyl 2-(1-hydroxy-4-methyl-6-(2-nitropyridin-4-yloxy)-1,3-dihydrobenzo[c][1,2]oxaborol-3-yl)acetate). The reagents and catalysts are [Ni] (Raney-Nickel). The solvent is N (ammonia), C(C)O (ethanol). Conditions: time 8 hour. Product: NC1=NC=CC(=C1)OC=1C=C(C2=C(B(OC2CC(=O)OCC)O)C1)C (Ethyl 2-(6-(2-aminopyridin-4-yloxy)-1-hydroxy-4-methyl-1,3-dihydrobenzo[c][1,2]oxaborol-3-yl)acetate). RXN SMILES: [OH:1][B:2]1[C:6]2[CH:7]=[C:8]([O:12][C:13]3[CH:18]=[CH:17][N:16]=[C:15]([N+:19]([O-])=O)[CH:14]=3)[CH:9]=[C:10]([CH3:11])[C:5]=2[CH:4]([CH2:22][C:23]([O:25][CH2:26][CH3:27])=[O:24])[O:3]1>N.C(O)C.[Ni]>[NH2:19][C:15]1[CH:14]=[C:13]([O:12][C:8]2[CH:9]=[C:10]([CH3:11])[C:5]3[CH:4]([CH2:22][C:23]([O:25][CH2:26][CH3:27])=[O:24])[O:3][B:2]([OH:1])[C:6]=3[CH:7]=2)[CH:18]=[CH:17][N:16]=1. Procedure details: To a solution of ethyl 2-(1-hydroxy-4-methyl-6-(2-nitropyridin-4-yloxy)-1,3-dihydrobenzo[c][1,2]oxaborol-3-yl)acetate in 2M ammonia in ethanol was added 1 ml Raney-Nickel (slurry in water). The mixture was stirred at room temperature for 8 hours and then filtered through Celite. The filtrate was evaporated to yield desired product. MS (ESI) m/z=343 [M+H]+. The reactants are ClC=1C(=C(C=C(C1)Cl)S(=O)(=O)Cl)O (3,5-dichloro-2-hydroxybenzenesulfonyl chloride), N (ammonia). Solvent: O1CCCC1 (tetrahydrofuran). Product: ClC=1C(=C(C=C(C1)Cl)S(=O)(=O)N)O (3,5-Dichloro-2-hydroxybenzenesulfonamide). Yield: 97.5%. Reaction SMILES: [Cl:1][C:2]1[C:3]([OH:13])=[C:4]([S:9](Cl)(=[O:11])=[O:10])[CH:5]=[C:6]([Cl:8])[CH:7]=1.[NH3:14]>O1CCCC1>[Cl:1][C:2]1[C:3]([OH:13])=[C:4]([S:9]([NH2:14])(=[O:11])=[O:10])[CH:5]=[C:6]([Cl:8])[CH:7]=1. Reported procedure: A solution of 26.1 gm (0.1 mole) 3,5-dichloro-2-hydroxybenzenesulfonyl chloride in 400 ml dry tetrahydrofuran was cooled to 0° with an ice bath, and 11 ml (0.5 mole) anhydrous ammonia was added dropwise, with stirring. The rate of addition was sufficiently slow so as to keep the temperature of the reaction medium less than 10°. The mixture was stirred for 1.5 hours at 0° then slowly warmed to room temperature. The solvent was removed in vacuo and the residue was treated with 100 ml H2O. A small ...